Dataset: the Open Reaction Database (ORD), a public repository of structured organic reaction records. Task: describe an organic reaction: reactants, conditions, products, and yield Starting materials: C([O-])([O-])=O.[K+].[K+] (Potassium carbonate), C[Si](C)(C)C#CC1=CN=C(N1)[C@H]1N([C@@H]2C[C@@H]2C1)C(=O)OC(C)(C)C ((1R,3S,5R)-tert-butyl 3-(5-((trimethylsilyl)ethynyl)-1H-imidazol-2-yl)-2-azabicyclo[3.1.0]hexane-2-carboxylate). Run in CO (MeOH). Conditions: temperature 50 celsius. Yields the product C(#C)C1=CN=C(N1)[C@H]1N([C@@H]2C[C@@H]2C1)C(=O)OC(C)(C)C ((1R,3S,5R)-tert-butyl 3-(5-ethynyl-1H-imidazol-2-yl)-2-azabicyclo[3.1.0]hexane-2-carboxylate). Yield: 97.3%. RXN SMILES: C(=O)([O-])[O-].[K+].[K+].C[Si]([C:11]#[C:12][C:13]1[NH:17][C:16]([C@@H:18]2[CH2:23][C@@H:22]3[C@@H:20]([CH2:21]3)[N:19]2[C:24]([O:26][C:27]([CH3:30])([CH3:29])[CH3:28])=[O:25])=[N:15][CH:14]=1)(C)C>CO>[C:12]([C:13]1[NH:17][C:16]([C@@H:18]2[CH2:23][C@@H:22]3[C@@H:20]([CH2:21]3)[N:19]2[C:24]([O:26][C:27]([CH3:30])([CH3:29])[CH3:28])=[O:25])=[N:15][CH:14]=1)#[CH:11] |f:0.1.2|. Reported procedure: Potassium carbonate (194 mg, 1.40 mmol) was added to a solution of (1R,3S,5R)-tert-butyl 3-(5-((trimethylsilyl)ethynyl)-1H-imidazol-2-yl)-2-azabicyclo[3.1.0]hexane-2-carboxylate (970 mg, 2.81 mmol) in MeOH (30 mL) and the reaction was stirred under nitrogen and then heated at 50° C. (bath temp) for 4 h. The reaction was concentrated to ˜5 mL of volume, diluted with DCM (˜40 mL) and washed with ½ sat brine (˜20 mL). The organics were dried (MgSO4) filtered and concentrated to a tan solid. This ma... Reactants: BrC1=CC=C(C=C1)NN=C1CC(CCC1)=O (1,3-Cyclohexanedione mono(4-bromophenylhydrazone)), O (water). The reagents and catalysts are [Cl-].[Zn+2].[Cl-] (zinc chloride). The solvent is C(C)(=O)O (acetic acid). Yields the product BrC=1C=C2C=3C(CCCC3NC2=CC1)=O (6-Bromo-1,2,3,9-tetrahydro-4H-carbazol-4-one). RXN SMILES: [Br:1][C:2]1[CH:7]=[CH:6][C:5]([NH:8]N=C2CCCC(=O)C2)=[CH:4][CH:3]=1.[OH2:17]>C(O)(=O)C.[Cl-].[Zn+2].[Cl-]>[Br:1][C:2]1[CH:3]=[C:4]2[C:5](=[CH:6][CH:7]=1)[NH:8][C:3]1[CH2:4][CH2:5][CH2:6][C:7](=[O:17])[C:2]2=1 |f:3.4.5|. Reported procedure: The product of Stage (i) (1.5 g) was heated under reflux with dry zinc chloride (16 g) in glacial acetic acid (75 ml) for 24 h. The mixture was cooled, poured into water (200 ml), and the resulting solid filtered off and dried (0.95 g). Purification by flash chromatography (E) gave the title compound as a solid (125 mg). T.l.c. (F), Rf 0.65 Reactants: CC(=O)O, Cn1c(C(F)(F)F)cc(=O)n(-c2cc(Oc3ncccc3[N+](=O)[O-])c(Cl)cc2F)c1=O, [Fe], O. Product: Cn1c(C(F)(F)F)cc(=O)n(-c2cc(Oc3ncccc3N)c(Cl)cc2F)c1=O. RXN SMILES: [CH3:33][C:34](=[O:35])[OH:36].[Cl:2][c:3]1[c:4]([O:5][c:6]2[n:7][cH:8][cH:9][cH:10][c:11]2[N+:12]([O-:13])=[O:14])[cH:15][c:16](-[n:20]2[c:21](=[O:32])[n:22]([CH3:31])[c:23]([C:27]([F:28])([F:29])[F:30])[cH:24][c:25]2=[O:26])[c:17]([F:19])[cH:18]1.[Fe:37].[OH2:1]>>[Cl:2][c:3]1[c:4]([O:5][c:6]2[n:7][cH:8][cH:9][cH:10][c:11]2[NH2:12])[cH:15][c:16](-[n:20]2[c:21](=[O:32])[n:22]([CH3:31])[c:23]([C:27]([F:28])([F:29])[F:30])[cH:24][c:25]2=[O:26])[c:17]([F:19])[cH:18]1. Starting materials: CC(CCl)CBr, CC[N+](CC)(CC)Cc1ccccc1, [Cl-], [Na+], C1CCOC1, [OH-], c1ccc2[nH]cnc2c1. Product: CC(CCl)Cn1cnc2ccccc21. As a reaction SMILES: [Br:12][CH2:13][CH:14]([CH2:15][Cl:16])[CH3:17].[CH2:19]([N+:20]([CH2:21][CH3:22])([CH2:23][CH3:24])[CH2:25][c:26]1[cH:27][cH:28][cH:29][cH:30][cH:31]1)[CH3:32].[Cl-:18].[Na+:11].[O:33]1[CH2:34][CH2:35][CH2:36][CH2:37]1.[OH-:10].[cH:1]1[cH:2][cH:3][c:4]2[nH:5][cH:6][n:7][c:8]2[cH:9]1>>[cH:1]1[cH:2][cH:3][c:4]2[n:5]([CH2:13][CH:14]([CH2:15][Cl:16])[CH3:17])[cH:6][n:7][c:8]2[cH:9]1. Reactants: CCO, Cl, [Na+], [OH-], O=Cc1ccc(O)cc1, CC(=O)c1c(O)cccc1O. The product is O=C(C=Cc1ccc(O)cc1)c1c(O)cccc1O. Reaction SMILES: [CH3:24][CH2:25][OH:26].[ClH:23].[Na+:22].[OH-:21].[OH:12][c:13]1[cH:14][cH:15][c:16]([CH:17]=[O:18])[cH:19][cH:20]1.[OH:1][c:2]1[c:3]([C:9]([CH3:10])=[O:11])[c:4]([OH:8])[cH:5][cH:6][cH:7]1>>[OH:1][c:2]1[c:3]([C:9]([CH:10]=[CH:17][c:16]2[cH:15][cH:14][c:13]([OH:12])[cH:20][cH:19]2)=[O:11])[c:4]([OH:8])[cH:5][cH:6][cH:7]1. The reactants are BrC1=C(C=CC=C1)CC#N (2-bromophenylacetonitrile), [Cl-].[Na+] (sodium chloride), COC1=CC=C(C=C1)B(O)O (4-methoxyphenylboronic acid), C(C)(=O)[O-].[K+] (potassium acetate). Reagents/catalysts: [Br-].C(CCC)[N+](CCCC)(CCCC)CCCC (tetrabutylammonium bromide), C(C)(=O)[O-].[Pd+2].C(C)(=O)[O-] (palladium acetate). Solvent: O (water). Run at temperature 70 celsius, time 2 hour. Yields the product COC1=CC=C(C=C1)C=1C(=CC=CC1)CC#N (4′-methoxy-2-biphenylaceto-nitrile). The yield is 76.8%. Reaction SMILES: Br[C:2]1[CH:7]=[CH:6][CH:5]=[CH:4][C:3]=1[CH2:8][C:9]#[N:10].[CH3:11][O:12][C:13]1[CH:18]=[CH:17][C:16](B(O)O)=[CH:15][CH:14]=1.C([O-])(=O)C.[K+].[Cl-].[Na+]>[Br-].C([N+](CCCC)(CCCC)CCCC)CCC.C([O-])(=O)C.[Pd+2].C([O-])(=O)C.O>[CH3:11][O:12][C:13]1[CH:18]=[CH:17][C:16]([C:2]2[C:3]([CH2:8][C:9]#[N:10])=[CH:4][CH:5]=[CH:6][CH:7]=2)=[CH:15][CH:14]=1 |f:2.3,4.5,6.7,8.9.10|. Procedure details: A mixture composed of 392 mg of 2-bromophenylacetonitrile, 334 mg of 4-methoxyphenylboronic acid, 0.9 mg of palladium acetate, 691 mg of potassium acetate, 645 mg of tetrabutylammonium bromide, and 2.2 ml of distilled water was stirred at 70° C. for 2 hours under an atmosphere of nitrogen. After the reaction mixture was poured into a saturated aqueous solution of sodium chloride, the product was extracted with ethyl acetate The organic layer was washed with water and dried over anhydrous magnesi... Reactants: C(=O)N[C@@H](CC(O)=O)C(=O)N[C@@H](CC1=CC=CC=C1)C(=O)O (N-formyl-α-L-aspartyl-L-phenylalanine), C(=O)N[C@@H](CC(O)=O)C(=O)N[C@@H](CC1=CC=CC=C1)C(=O)O (F-α-AP). The solvent is C(C)(=O)O (acetic acid). Product: C(=O)N[C@H]1CC(=O)OC1=O (N-formyl-L-aspartic acid anhydride), N[C@@H](CC1=CC=CC=C1)C(=O)O (L-Phe). Reaction SMILES: [CH:1]([NH:3][C@H:4]([C:9]([NH:11][C@H:12]([C:20]([OH:22])=[O:21])[CH2:13][C:14]1[CH:19]=[CH:18][CH:17]=[CH:16][CH:15]=1)=[O:10])[CH2:5][C:6](=[O:8])[OH:7])=[O:2]>C(O)(=O)C>[CH:1]([NH:3][C@@H:4]1[C:9](=[O:10])[O:8][C:6](=[O:7])[CH2:5]1)=[O:2].[NH2:11][C@H:12]([C:20]([OH:22])=[O:21])[CH2:13][C:14]1[CH:19]=[CH:18][CH:17]=[CH:16][CH:15]=1. Procedure details: One example of method (ii) is described in U.S. Pat. No. 3,933,781. N-formyl-α-L-aspartyl-L-phenylalanine (hereinafter referred to as "F-α-AP") is formed by condensing N-formyl-L-aspartic acid anhydride and L-Phe in glacial acetic acid, followed by removal of the formyl group from the product to form α-L-aspartyl-L-phenylanine (hereinafter referred to as "α-AP"), isolation of the α-AP intermediate and finally esterification of the isolated intermediate to obtain α-APM.HCl. As with the other prev...